Task: describe an organic reaction: reactants, conditions, products, and yield. Dataset: the Open Reaction Database (ORD), a public repository of structured organic reaction records The reactants are ClC1=NC=2N3[C@H](CNC2C=N1)COCC3 ((R)-2-chloro-5,6,6a,7,9,10-hexahydro-[1,4]oxazino[3,4-h]pteridine), CC(C)([O-])C.[Na+] (sodium tert-butoxide), BrCCC1OCCO1 (2-(2-bromoethyl)-1,3-dioxolane). Solvent: CS(=O)C (DMSO). Product: O1C(OCC1)CCN1C=2C=NC(=NC2N2[C@H](C1)COCC2)Cl ((R)-5-(2-(1,3-dioxolan-2-yl)ethyl)-2-chloro-5,6,6a,7,9,10-hexahydro-[1,4]oxazino[3,4-h]pteridine). Reaction SMILES: [Cl:1][C:2]1[N:11]=[CH:10][C:9]2[NH:8][CH2:7][C@@H:6]3[CH2:12][O:13][CH2:14][CH2:15][N:5]3[C:4]=2[N:3]=1.CC(C)([O-])C.[Na+].Br[CH2:23][CH2:24][CH:25]1[O:29][CH2:28][CH2:27][O:26]1>CS(C)=O>[O:26]1[CH2:27][CH2:28][O:29][CH:25]1[CH2:24][CH2:23][N:8]1[CH2:7][C@@H:6]2[CH2:12][O:13][CH2:14][CH2:15][N:5]2[C:4]2[N:3]=[C:2]([Cl:1])[N:11]=[CH:10][C:9]1=2 |f:1.2|. Procedure details: The title compound was prepared in a manner similar to PREPARATION x5 using (R)-2-chloro-5,6,6a,7,9,10-hexahydro-[1,4]oxazino[3,4-h]pteridine (PREPARATION x2, 250 mg, 1.103 mmol) in DMSO (7 mL), sodium tert-butoxide (127 mg, 1.324 mmol), and 2-(2-bromoethyl)-1,3-dioxolane (220 mg, 1.213 mmol) (200 mg, 56%). ESI-MS m/z [M+H]+ calc'd for C14H19ClN4O3, 327.12. found 327.2.